Dataset: the Open Reaction Database (ORD), a public repository of structured organic reaction records. Task: describe an organic reaction: reactants, conditions, products, and yield The reactants are ClCC(=O)C1SCCC1 ((RS)-2-Chloroacetyltetrahydrothiophene), S[C@@H]1[C@@H](C(N1)=O)NC(COC1=CC=CC=C1)=O ((3R,4R)-4-mercapto-3-phenoxyacetamidoazetidin-2-one), C([O-])([O-])=O.[K+].[K+] (potassium carbonate). Solvent: CN(C)C=O (DMF), C(C)(=O)OCC (ethyl acetate), C(C)(=O)OCC (ethyl acetate). The product is O(C1=CC=CC=C1)CC(=O)N[C@@H]1C(N[C@@H]1SCC(=O)C1SCCC1)=O ((3R,4R)-3-Phenoxyacetamido-4-[(RS)-tetrahydrothien-2-yl-carbonylmethylthio]azetidin-2-one). The yield is 72.6%. RXN SMILES: Cl[CH2:2][C:3]([CH:5]1[CH2:9][CH2:8][CH2:7][S:6]1)=[O:4].[SH:10][C@H:11]1[NH:14][C:13](=[O:15])[C@H:12]1[NH:16][C:17](=[O:26])[CH2:18][O:19][C:20]1[CH:25]=[CH:24][CH:23]=[CH:22][CH:21]=1.C(=O)([O-])[O-].[K+].[K+]>CN(C=O)C.C(OCC)(=O)C>[O:19]([CH2:18][C:17]([NH:16][C@H:12]1[C@@H:11]([S:10][CH2:2][C:3]([CH:5]2[CH2:9][CH2:8][CH2:7][S:6]2)=[O:4])[NH:14][C:13]1=[O:15])=[O:26])[C:20]1[CH:25]=[CH:24][CH:23]=[CH:22][CH:21]=1 |f:2.3.4|. Procedure: (RS)-2-Chloroacetyltetrahydrothiophene (2.50 g), (3R,4R)-4-mercapto-3-phenoxyacetamidoazetidin-2-one (4.60 g) and potassium carbonate (2.52 g) in DMF (30 ml) were stirred at room temperature for 2.5 h. T.l.c. analysis (ethyl acetate) showed completion of the reaction. The reaction mixture was diluted with ethyl acetate, washed with water (3×), brine and then dried. The solvent was evaporated and the residue flash chromatographed on silica gel eluting with 80% ethyl acetate/hexane to give the tit... Starting materials: CCN(Cc1cc2ccccc2nc1Cl)C(=O)OC(C)(C)C, O=C([O-])[O-], CCOC(=O)Cc1ccc(OC)c(B2OC(C)(C)C(C)(C)O2)c1, [K+], [K+], O, c1ccc(P(c2ccccc2)(c2ccccc2)[Pd](P(c2ccccc2)(c2ccccc2)c2ccccc2)(P(c2ccccc2)(c2ccccc2)c2ccccc2)P(c2ccccc2)(c2ccccc2)c2ccccc2)cc1. The product is CCOC(=O)Cc1ccc(OC)c(-c2nc3ccccc3cc2CN(CC)C(=O)OC(C)(C)C)c1. RXN SMILES: [C:1]([CH3:2])([CH3:3])([CH3:4])[O:5][C:6]([N:7]([CH2:8][CH3:9])[CH2:10][c:11]1[c:12]([Cl:21])[n:13][c:14]2[cH:15][cH:16][cH:17][cH:18][c:19]2[cH:20]1)=[O:22].[C:46](=[O:47])([O-:48])[O-:49].[CH2:23]([CH3:24])[O:25][C:26]([CH2:27][c:28]1[cH:29][c:30]([B:36]2[O:37][C:38]([CH3:39])([CH3:40])[C:41]([CH3:42])([CH3:43])[O:44]2)[c:31]([O:34][CH3:35])[cH:32][cH:33]1)=[O:45].[K+:50].[K+:51].[OH2:129].[cH:52]1[cH:53][cH:54][c:55]([P:56]([Pd:57]([P:58]([c:59]2[cH:60][cH:61][cH:62][cH:63][cH:64]2)([c:65]2[cH:66][cH:67][cH:68][cH:69][cH:70]2)[c:71]2[cH:72][cH:73][cH:74][cH:75][cH:76]2)([P:77]([c:78]2[cH:79][cH:80][cH:81][cH:82][cH:83]2)([c:84]2[cH:85][cH:86][cH:87][cH:88][cH:89]2)[c:90]2[cH:91][cH:92][cH:93][cH:94][cH:95]2)[P:96]([c:97]2[cH:98][cH:99][cH:100][cH:101][cH:102]2)([c:103]2[cH:104][cH:105][cH:106][cH:107][cH:108]2)[c:109]2[cH:110][cH:111][cH:112][cH:113][cH:114]2)([c:115]2[cH:116][cH:117][cH:118][cH:119][cH:120]2)[c:121]2[cH:122][cH:123][cH:124][cH:125][cH:126]2)[cH:127][cH:128]1>>[C:1]([CH3:2])([CH3:3])([CH3:4])[O:5][C:6]([N:7]([CH2:8][CH3:9])[CH2:10][c:11]1[c:12](-[c:30]2[cH:29][c:28]([CH2:27][C:26]([O:25][CH2:23][CH3:24])=[O:45])[cH:33][cH:32][c:31]2[O:34][CH3:35])[n:13][c:14]2[cH:15][cH:16][cH:17][cH:18][c:19]2[cH:20]1)=[O:22]. The reactants are ClC1=C(CN2C(=NC=3C2=NC(=CC3)C(=O)OC)C)C=CC(=C1)O (methyl 3-[2-chloro-4-hydroxybenzyl]-2-methyl-3H-imidazo[4,5-b]pyridine-5-carboxylate), S1C=C(C=C1)CO (3-thiophenemethanol), C1(=CC=CC=C1)P(C1=CC=CC=C1)C1=CC=CC=C1 (triphenylphosphine), N(=NC(=O)OCC)C(=O)OCC (diethyl azodicarboxylate), S1C=C(C=C1)CO (3-thiophenemethanol), C1(=CC=CC=C1)P(C1=CC=CC=C1)C1=CC=CC=C1 (triphenylphosphine), N(=NC(=O)OCC)C(=O)OCC (diethyl azodicarboxylate). Run in C(Cl)(Cl)Cl (chloroform), ClCCl (dichloromethane), ClCCl (dichloromethane). Conditions: time 2 hour. Product: ClC1=C(CN2C(=NC=3C2=NC(=CC3)C(=O)OC)C)C=CC(=C1)OCC1=CSC=C1 (Methyl 3-[2-chloro-4-[(thiophene-3-yl)methyl]oxybenzyl]-2-methyl-3H-imidazo[4,5-b]pyridine-5-carboxylate). The yield is 56.1%. As a reaction SMILES: [Cl:1][C:2]1[CH:22]=[C:21]([OH:23])[CH:20]=[CH:19][C:3]=1[CH2:4][N:5]1[C:9]2=[N:10][C:11]([C:14]([O:16][CH3:17])=[O:15])=[CH:12][CH:13]=[C:8]2[N:7]=[C:6]1[CH3:18].[S:24]1[CH:28]=[CH:27][C:26]([CH2:29]O)=[CH:25]1.C1(P(C2C=CC=CC=2)C2C=CC=CC=2)C=CC=CC=1.N(C(OCC)=O)=NC(OCC)=O>ClCCl.C(Cl)(Cl)Cl>[Cl:1][C:2]1[CH:22]=[C:21]([O:23][CH2:29][C:26]2[CH:27]=[CH:28][S:24][CH:25]=2)[CH:20]=[CH:19][C:3]=1[CH2:4][N:5]1[C:9]2=[N:10][C:11]([C:14]([O:16][CH3:17])=[O:15])=[CH:12][CH:13]=[C:8]2[N:7]=[C:6]1[CH3:18]. Reported procedure: To a suspension of methyl 3-[2-chloro-4-hydroxybenzyl]-2-methyl-3H-imidazo[4,5-b]pyridine-5-carboxylate (240 mg), 3-thiophenemethanol (68 mg) and triphenylphosphine (218 mg) in dry dichloromethane were added to diethyl azodicarboxylate (139 mg) under ice-cooling. After 2 hr, the reaction mixture was stirred at room temperature. After 6 hr, to a suspension of 3-thiophenemethanol (34 mg) and triphenylphosphine (109 mg) in dry dichloromethane was added diethyl azodicarboxylate (69 mg) under ice-coo... The reactants are BrCCCCCC(=O)NC=1C(=NC(=CC1SC(C)C)C)SC(C)C (6-bromo-N-[2,4-bis(isopropylthio)-6-methyl-3-pyridyl]hexanamide), SC=1OC2=C(N1)C=CC=C2 (2-mercaptobenzoxazole), C([O-])([O-])=O.[K+].[K+] (potassium carbonate), C1COCCOCCOCCOCCOCCO1 (18-crown-6). Run in CN(C)C=O (DMF). Run at temperature 80 celsius, time 2.5 hour. Yields the product O1C(=NC2=C1C=CC=C2)SCCCCCC(=O)NC=2C(=NC(=CC2SC(C)C)C)SC(C)C (6-(benzoxazol-2-ylthio)-N-[2,4-bis(isopropylthio)-6-methyl-3-pyridyl]hexanamide). Yield: 79.4%. RXN SMILES: Br[CH2:2][CH2:3][CH2:4][CH2:5][CH2:6][C:7]([NH:9][C:10]1[C:11]([S:21][CH:22]([CH3:24])[CH3:23])=[N:12][C:13]([CH3:20])=[CH:14][C:15]=1[S:16][CH:17]([CH3:19])[CH3:18])=[O:8].[SH:25][C:26]1[O:27][C:28]2[CH:34]=[CH:33][CH:32]=[CH:31][C:29]=2[N:30]=1.C(=O)([O-])[O-].[K+].[K+].C1OCCOCCOCCOCCOCCOC1>CN(C=O)C>[O:27]1[C:28]2[CH:34]=[CH:33][CH:32]=[CH:31][C:29]=2[N:30]=[C:26]1[S:25][CH2:2][CH2:3][CH2:4][CH2:5][CH2:6][C:7]([NH:9][C:10]1[C:11]([S:21][CH:22]([CH3:24])[CH3:23])=[N:12][C:13]([CH3:20])=[CH:14][C:15]=1[S:16][CH:17]([CH3:19])[CH3:18])=[O:8] |f:2.3.4|. Procedure details: The reaction and the treatment were conducted in the same manner as in Example 35 except that 6-bromohexanoyl chloride was used instead of bromoacetyl bromide to obtain 6-bromo-N-[2,4-bis(isopropylthio)-6-methyl-3-pyridyl]hexanamide. To a DMF (4 ml) solution of this amide (100 mg, 0.23 mmol) and 2-mercaptobenzoxazole (35 mg, 0.23 mmol) were added potassium carbonate (38 mg, 0.28 mmol) and 18-crown-6 (6 mg, 0.02 mmol), and the mixture was stirred at 80° C. for 2.5 hours. The reaction mixture was ... Reactants: C(C)(=O)C=1C(=C(C(=C(C1)Cl)Cl)C1CN(C1)C(=O)OC(C)(C)C)OC (tert-butyl 3-(3-acetyl-5,6-dichloro-2-methoxyphenyl)azetidine-1-carboxylate), [BH4-].[Na+] (sodium tetrahydroborate), C([O-])(O)=O.[Na+] (sodium bicarbonate), C(C)(=O)O (acetic acid). Solvent: CO (methanol). Reaction conditions: temperature 0 celsius, time 30 minute. The product is ClC1=C(C(=C(C=C1Cl)C(C)O)OC)C1CN(C1)C(=O)OC(C)(C)C (tert-Butyl 3-[2,3-dichloro-5-(1-hydroxyethyl)-6-methoxyphenyl]azetidine-1-carboxylate). Yield: 98.1%. RXN SMILES: [C:1]([C:4]1[C:5]([O:23][CH3:24])=[C:6]([CH:12]2[CH2:15][N:14]([C:16]([O:18][C:19]([CH3:22])([CH3:21])[CH3:20])=[O:17])[CH2:13]2)[C:7]([Cl:11])=[C:8]([Cl:10])[CH:9]=1)(=[O:3])[CH3:2].[BH4-].[Na+].C(O)(=O)C.C(=O)(O)[O-].[Na+]>CO>[Cl:11][C:7]1[C:8]([Cl:10])=[CH:9][C:4]([CH:1]([OH:3])[CH3:2])=[C:5]([O:23][CH3:24])[C:6]=1[CH:12]1[CH2:13][N:14]([C:16]([O:18][C:19]([CH3:20])([CH3:22])[CH3:21])=[O:17])[CH2:15]1 |f:1.2,4.5|. Procedure: A solution of tert-butyl 3-(3-acetyl-5,6-dichloro-2-methoxyphenyl)azetidine-1-carboxylate (9.6 g, 26 mmol) in methanol (240 mL) at 0° C. was treated with sodium tetrahydroborate (1.9 g, 51 mmol) portionwise over 5 min and stirred at 0° C. for 30 min. The reaction mixture was quenched with acetic acid (7.3 mL, 130 mmol) at 0° C. and treated with saturated sodium bicarbonate solution (˜50 mL). The reaction mixture was concentrated to remove most of the methanol (to ˜60 mL), poured into saturated s... Reactants: C(C(C)C)[C@@H](C(=O)O)CC(=O)O ((2R)-2-isobutylsuccinic acid). Run in C(C)(=O)Cl (acetyl chloride). The product is C(C(C)C)[C@H]1C(OC(C1)=O)=O ((3R)-3-isobutyldihydrofuran-2,5-dione). Reaction SMILES: [CH2:1]([C@H:5]([CH2:9][C:10]([OH:12])=[O:11])[C:6]([OH:8])=O)[CH:2]([CH3:4])[CH3:3]>C(Cl)(=O)C>[CH2:1]([C@@H:5]1[CH2:9][C:10](=[O:11])[O:12][C:6]1=[O:8])[CH:2]([CH3:3])[CH3:4]. Reported procedure: A solution of (2R)-2-isobutylsuccinic acid (35 mg, 0.2 mmol) in acetyl chloride (1.2 ml) was heated at reflux under nitrogen for 2.2 hours then volatile components removed by distillation in vacuo to leave (3R)-3-isobutyldihydrofuran-2,5-dione as an oily residue which was used without further purification.